Dataset: the Open Reaction Database (ORD), a public repository of structured organic reaction records. Task: describe an organic reaction: reactants, conditions, products, and yield Yields the product Nc1ncnn2c(C3CCC3)nc(-c3ccc4ccc(-c5ccccc5)nc4c3F)c12. Starting materials: O=C([O-])[O-], O=C([O-])O, COCCOC, Nc1ncnn2c(C3CCC3)nc(I)c12, [Cs+], [Cs+], CC1(C)OB(c2ccc3ccc(-c4ccccc4)nc3c2F)OC1(C)C, N#N, [Na+], O, c1ccc(P(c2ccccc2)(c2ccccc2)[Pd](P(c2ccccc2)(c2ccccc2)c2ccccc2)(P(c2ccccc2)(c2ccccc2)c2ccccc2)P(c2ccccc2)(c2ccccc2)c2ccccc2)cc1. As a reaction SMILES: [C:42](=[O:43])([O-:44])[O-:45].[C:50](=[O:51])([OH:52])[O-:53].[CH2:55]([CH2:56][O:57][CH3:58])[O:59][CH3:60].[CH:1]1([c:5]2[n:6][c:7]([I:15])[c:8]3[c:9]([NH2:14])[n:10][cH:11][n:12][n:13]23)[CH2:2][CH2:3][CH2:4]1.[Cs+:46].[Cs+:47].[F:16][c:17]1[c:18]([B:33]2[O:34][C:35]([CH3:36])([CH3:37])[C:38]([CH3:39])([CH3:40])[O:41]2)[cH:19][cH:20][c:21]2[cH:22][cH:23][c:24](-[c:27]3[cH:28][cH:29][cH:30][cH:31][cH:32]3)[n:25][c:26]12.[N:48]#[N:49].[Na+:54].[OH2:61].[cH:62]1[cH:63][cH:64][c:65]([P:66]([Pd:67]([P:68]([c:69]2[cH:70][cH:71][cH:72][cH:73][cH:74]2)([c:75]2[cH:76][cH:77][cH:78][cH:79][cH:80]2)[c:81]2[cH:82][cH:83][cH:84][cH:85][cH:86]2)([P:87]([c:88]2[cH:89][cH:90][cH:91][cH:92][cH:93]2)([c:94]2[cH:95][cH:96][cH:97][cH:98][cH:99]2)[c:100]2[cH:101][cH:102][cH:103][cH:104][cH:105]2)[P:106]([c:107]2[cH:108][cH:109][cH:110][cH:111][cH:112]2)([c:113]2[cH:114][cH:115][cH:116][cH:117][cH:118]2)[c:119]2[cH:120][cH:121][cH:122][cH:123][cH:124]2)([c:125]2[cH:126][cH:127][cH:128][cH:129][cH:130]2)[c:131]2[cH:132][cH:133][cH:134][cH:135][cH:136]2)[cH:137][cH:138]1>>[CH:1]1([c:5]2[n:6][c:7](-[c:18]3[c:17]([F:16])[c:26]4[c:21]([cH:20][cH:19]3)[cH:22][cH:23][c:24](-[c:27]3[cH:28][cH:29][cH:30][cH:31][cH:32]3)[n:25]4)[c:8]3[c:9]([NH2:14])[n:10][cH:11][n:12][n:13]23)[CH2:2][CH2:3][CH2:4]1. Reactants: C(C)(=O)C1=CC=CC=2CC3=CC=CC=C3C12 (4-acetylfluorene), Cl (hydrochloric acid), C(C)(=O)OC(C)=O (Acetic anhydride), [Cl-].[Al+3].[Cl-].[Cl-] (aluminium chloride). The solvent is ClC(C)Cl (dichloroethane), ClC(C)Cl (dichloroethane). Conditions: temperature 0 celsius, time 1 hour. Product: C(C)(=O)C1=CC=2CC3=CC=CC(=C3C2C=C1)C(C)=O (2,5-diacetylfluorene). As a reaction SMILES: [C:1](OC(=O)C)(=[O:3])[CH3:2].[Cl-].[Al+3].[Cl-].[Cl-].[C:12]([C:15]1[C:27]2[C:26]3[C:21](=[CH:22][CH:23]=[CH:24][CH:25]=3)[CH2:20][C:19]=2[CH:18]=[CH:17][CH:16]=1)(=[O:14])[CH3:13].Cl>ClC(Cl)C>[C:1]([C:23]1[CH:24]=[CH:25][C:26]2[C:27]3[C:19](=[CH:18][CH:17]=[CH:16][C:15]=3[C:12](=[O:14])[CH3:13])[CH2:20][C:21]=2[CH:22]=1)(=[O:3])[CH3:2] |f:1.2.3.4|. Procedure: Acetic anhydride (17.7 g.) was added to a stirred suspension of aluminium chloride (64 g.) in dichloroethane (100 ml.). The resulting solution was cooled to 0° C and treated dropwise with stirring, below 10° C, with a solution of 4-acetylfluorene (27.86 g.) in dichloroethane (100 ml.). The mixture was stirred at room temperature for 1 hour and then at 40° C for 3 hours, and finally cooled to 0° C and decomposed with 2N hydrochloric acid (200 ml.). The dichloroethane solution was separated and th... Yields the product FC1=C(C=CC=C1F)C=1C=C2[C@@H]3[C@@H](N4C2=C(C1)SCC4C(=O)OC(C)(C)C)CCN=C3 (Tert-butyl(6bR,10aS)-5-(2,3-difluorophenyl)-1,2,6b,9,10,10a-hexahydropyrido[4,3-b][1,4]thiazino[2,3,4-hi]indole carboxylate), FC1=C(C=CC=C1F)C=1C=C2[C@H]3[C@@H](N4C2=C(C1)SCC4)CCNC3 ((6bR,10aS)-5-(2,3-difluorophenyl)-1,2,6b,7,8,9,10,10a-octahydropyrido[4,3-b][1,4]thiazino[2,3,4-hi]indole). The yield is 96.0%. Procedure: Tert-butyl(6bR,10aS)-5-(2,3-difluorophenyl)-1,2,6b,9,10,10a-hexahydropyrido[4,3-b][1,4]thiazino[2,3,4-hi]indole carboxylate (50 mg, 45%) was prepared by the method of Example 443 Step A as a yellow oil from tert-butyl(6bR,10aS)-5-bromo-1,2,6b,9,10,10a-hexahydropyrido[4,3-b][1,4]thiazino[2,3,4-hi]indole-8(7H)-carboxylate (100 mg, 0.25 mmol) and 2,3-difluorophenylboronic acid (80 mg, 0.50 mmol). The title compound (22 mg, 96%) was prepared by the method of Example 443 Step B as a yellow oil from t... Reaction SMILES: BrC1C=C2C3=C(SCCN3[C@H]3CCN(C(OC(C)(C)C)=O)C[C@@H]23)C=1.FC1C(F)=CC=CC=1B(O)O.[F:36][C:37]1[C:42]([F:43])=[CH:41][CH:40]=[CH:39][C:38]=1[C:44]1[CH:45]=[C:46]2[C:50]3=[C:51]([S:53][CH2:54][CH:55]([C:56]([O:58][C:59]([CH3:62])([CH3:61])[CH3:60])=[O:57])[N:49]3[C@H:48]3[CH2:63][CH2:64][N:65]=[CH:66][C@H:47]23)[CH:52]=1>>[F:36][C:37]1[C:42]([F:43])=[CH:41][CH:40]=[CH:39][C:38]=1[C:44]1[CH:45]=[C:46]2[C:50]3=[C:51]([S:53][CH2:54][CH:55]([C:56]([O:58][C:59]([CH3:62])([CH3:61])[CH3:60])=[O:57])[N:49]3[C@H:48]3[CH2:63][CH2:64][N:65]=[CH:66][C@H:47]23)[CH:52]=1.[F:36][C:37]1[C:42]([F:43])=[CH:41][CH:40]=[CH:39][C:38]=1[C:44]1[CH:45]=[C:46]2[C:50]3=[C:51]([S:53][CH2:54][CH2:55][N:49]3[C@H:48]3[CH2:63][CH2:64][NH:65][CH2:66][C@@H:47]23)[CH:52]=1. The reactants are BrC=1C=C2[C@H]3[C@@H](N4C2=C(C1)SCC4)CCN(C3)C(=O)OC(C)(C)C (tert-butyl(6bR,10aS)-5-bromo-1,2,6b,9,10,10a-hexahydropyrido[4,3-b][1,4]thiazino[2,3,4-hi]indole-8(7H)-carboxylate), FC1=C(C=CC=C1F)B(O)O (2,3-difluorophenylboronic acid), FC1=C(C=CC=C1F)C=1C=C2[C@@H]3[C@@H](N4C2=C(C1)SCC4C(=O)OC(C)(C)C)CCN=C3 (tert-butyl(6bR,10aS)-5-(2,3-difluorophenyl)-1,2,6b,9,10,10a-hexahydropyrido[4,3-b][1,4]thiazino[2,3,4-hi]indole carboxylate). Reactants: CC(C)(C)[O-], CSc1nccc(Cl)n1, [K+], Nc1cc(O)ccc1F, O. Yields the product CSc1nccc(Oc2ccc(F)c(N)c2)n1. RXN SMILES: [CH3:10][C:11]([CH3:12])([O-:13])[CH3:14].[Cl:16][c:17]1[n:18][c:19]([S:23][CH3:24])[n:20][cH:21][cH:22]1.[K+:15].[NH2:1][c:2]1[cH:3][c:4]([OH:9])[cH:5][cH:6][c:7]1[F:8].[OH2:25]>>[NH2:1][c:2]1[cH:3][c:4]([O:9][c:17]2[n:18][c:19]([S:23][CH3:24])[n:20][cH:21][cH:22]2)[cH:5][cH:6][c:7]1[F:8]. Reactants: O=[N+]([O-])c1cnc2cc(Br)ccc2c1NCC1CCOCC1, CC#N, CC(C)O. Product: Nc1cnc2cc(Br)ccc2c1NCC1CCOCC1. As a reaction SMILES: [Br:1][c:2]1[cH:3][cH:4][c:5]2[c:6]([NH:15][CH2:16][CH:17]3[CH2:18][CH2:19][O:20][CH2:21][CH2:22]3)[c:7]([N+:12]([O-:13])=[O:14])[cH:8][n:9][c:10]2[cH:11]1.[CH3:23][C:24]#[N:25].[CH:26]([OH:27])([CH3:28])[CH3:29]>>[Br:1][c:2]1[cH:3][cH:4][c:5]2[c:6]([NH:15][CH2:16][CH:17]3[CH2:18][CH2:19][O:20][CH2:21][CH2:22]3)[c:7]([NH2:12])[cH:8][n:9][c:10]2[cH:11]1. Starting materials: [H-].[Na+] (Sodium hydride), C(#N)C1=CC=C(C=CC2=NNC=N2)C=C1 (3-(4-cyanostyryl)-1,2,4-triazole), FC1=C(C=CC(=C1)F)C1(CN2N=CN=C2)CO1 (2-(2,4-difluorophenyl)-2,3-epoxy-1-(1,2,4-triazol-1-yl)propane). The solvent is CN(C=O)C (dimethylformamide), CN(C=O)C (dimethylformamide), O (water). Run at temperature 75 celsius, time 16 hour. The product is C(#N)C1=CC=C(C=CC2=NN(C=N2)CC(O)(CN2N=CN=C2)C2=C(C=C(C=C2)F)F)C=C1 (2-[3-(4-cyanostyryl)-1,2,4-triazol-1-yl]-1-(2,4-difluorophenyl)-1-(1,2,4-triazol-1-yl methyl)ethanol). As a reaction SMILES: [H-].[Na+].[C:3]([C:5]1[CH:17]=[CH:16][C:8]([CH:9]=[CH:10][C:11]2[N:15]=[CH:14][NH:13][N:12]=2)=[CH:7][CH:6]=1)#[N:4].[F:18][C:19]1[CH:24]=[C:23]([F:25])[CH:22]=[CH:21][C:20]=1[C:26]1([O:34][CH2:33]1)[CH2:27][N:28]1[CH:32]=[N:31][CH:30]=[N:29]1>CN(C)C=O.O>[C:3]([C:5]1[CH:6]=[CH:7][C:8]([CH:9]=[CH:10][C:11]2[N:15]=[CH:14][N:13]([CH2:33][C:26]([C:20]3[CH:21]=[CH:22][C:23]([F:25])=[CH:24][C:19]=3[F:18])([CH2:27][N:28]3[CH:32]=[N:31][CH:30]=[N:29]3)[OH:34])[N:12]=2)=[CH:16][CH:17]=1)#[N:4] |f:0.1|. Procedure: Sodium hydride (55% oil dispersion) (0.4 g.) was added to a solution of 3-(4-cyanostyryl)-1,2,4-triazole (1.6 g.) in dimethylformamide (20 ml.). After the effervescence had ceased, a solution of 2-(2,4-difluorophenyl)-2,3-epoxy-1-(1,2,4-triazol-1-yl)propane (1.9 g.) in dimethylformamide (10 ml.) was added, and the mixture was heated at 75° C. for 5 hours, then stirred at room temperature for 16 hours. The reaction mixture was diluted with water (150 ml.) and extracted with ethyl acetate (100 ml)... Reactants: Cc1ccc(S(=O)(=O)Cl)cc1, O=c1nc2n(c(=O)n1CCO)CCCC2. Yields the product Cc1ccc(S(=O)(=O)OCCn2c(=O)nc3n(c2=O)CCCC3)cc1. RXN SMILES: [CH3:16][c:17]1[cH:18][cH:19][c:20]([S:23](=[O:24])(=[O:25])[Cl:26])[cH:21][cH:22]1.[OH:1][CH2:2][CH2:3][n:4]1[c:5](=[O:15])[n:6][c:7]2[n:8]([c:9]1=[O:10])[CH2:11][CH2:12][CH2:13][CH2:14]2>>[O:1]([CH2:2][CH2:3][n:4]1[c:5](=[O:15])[n:6][c:7]2[n:8]([c:9]1=[O:10])[CH2:11][CH2:12][CH2:13][CH2:14]2)[S:23]([c:20]1[cH:19][cH:18][c:17]([CH3:16])[cH:22][cH:21]1)(=[O:24])=[O:25].